From a dataset of the Open Reaction Database (ORD), a public repository of structured organic reaction records. describe an organic reaction: reactants, conditions, products, and yield Reactants: solution, [Li]CCCC (n-BuLi), C(C1=CC=CC=C1)C1=C(C=CC(=C1)Br)OC (2-benzyl-4-bromo-anisole), orange solid, B(OC)(OC)OC (B(OMe)3), [OH-].[Na+] (NaOH), 1-N-HCl. Solvent: hexanes, C1CCOC1 (THF), O (water). Run at temperature -78 celsius, time 30 minute. The product is C(C1=CC=CC=C1)C=1C=C(C=CC1OC)B(O)O (3-benzyl-4-methoxy-benzene-1-boronic acid). As a reaction SMILES: [Li]CCCC.[CH2:6]([C:13]1[CH:18]=[C:17](Br)[CH:16]=[CH:15][C:14]=1[O:20][CH3:21])[C:7]1[CH:12]=[CH:11][CH:10]=[CH:9][CH:8]=1.[B:22](OC)([O:25]C)[O:23]C.[OH-].[Na+]>C1COCC1.O>[CH2:6]([C:13]1[CH:18]=[C:17]([B:22]([OH:25])[OH:23])[CH:16]=[CH:15][C:14]=1[O:20][CH3:21])[C:7]1[CH:12]=[CH:11][CH:10]=[CH:9][CH:8]=1 |f:3.4|. Reported procedure: 8.61 ml (13.8 mmol, 1 eqv) of a 1.6 M solution of n-BuLi in hexanes was added to a solution of 3.82 g (13.8 mmol) 2-Benzyl-4-bromo-anisol (21) in 100 ml dry THF at −78° C. After stirring this mixture for 30 min at −78° C., 4.70 ml (41.4 mmol, 3 eqv) B(OMe)3 was added and the solution was stirred for 24 h at rt. Now 10 ml water and 25 ml of a 10% aq. NaOH-solution were added and stirring was continued for further 60 min. Then the pH was adjusted to 4-5 with 1-N-HCl-solution and most of the solven... Reactants: FC1=C(OC=2C=CC(=NC2)C(=O)N)C=CC(=C1)C=O (5-(2-fluoro-4-formylphenoxy)pyridine-2-carboxamide), S1C(=CC=C1)CCN (2-(2-thienyl)ethylamine). The product is FC1=C(OC=2C=CC(=NC2)C(=O)N)C=CC(=C1)CNCCC=1SC=CC1 (5-{2-Fluoro-4-[(2-thiophen-2-ylethylamino)methyl]phenoxy}pyridine-2-carboxamide). The yield is 60.1%. As a reaction SMILES: [F:1][C:2]1[CH:17]=[C:16]([CH:18]=O)[CH:15]=[CH:14][C:3]=1[O:4][C:5]1[CH:6]=[CH:7][C:8]([C:11]([NH2:13])=[O:12])=[N:9][CH:10]=1.[S:20]1[CH:24]=[CH:23][CH:22]=[C:21]1[CH2:25][CH2:26][NH2:27]>>[F:1][C:2]1[CH:17]=[C:16]([CH2:18][NH:27][CH2:26][CH2:25][C:21]2[S:20][CH:24]=[CH:23][CH:22]=2)[CH:15]=[CH:14][C:3]=1[O:4][C:5]1[CH:6]=[CH:7][C:8]([C:11]([NH2:13])=[O:12])=[N:9][CH:10]=1. Reported procedure: Using a method similar to Example 405, using 5-(2-fluoro-4-formylphenoxy)pyridine-2-carboxamide (Example 403, Part B) (0.040 g, 0.154 mmol) and 2-(2-thienyl)ethylamine (0.0196 g, 0.154 mmol) gives the title compound (0.0344 g, 60.2%): TOF MS ES+ 372.1 (M+H)+, HRMS calcd for C19H19N3O2FS 372.1182 (M+H)+, found 372.1168, time 0.39 min; HPLC [YMC-Pack Pro C-18 (150×4.6 mm, S-5 microm), 0.1% TFA/acetonitrile in 0.1% TFA/water at 1.0 mL/min, 20-99% over 23 min], tR=6.9 min, 100% purity. Reactants: BrCc1ccccc1, [H-], [Na+], CN(C)C=O, O=C(O)c1c[nH]c2ccccc12. The product is O=C(O)c1cn(Cc2ccccc2)c2ccccc12. Reaction SMILES: [Br:15][CH2:16][c:17]1[cH:18][cH:19][cH:20][cH:21][cH:22]1.[H-:14].[Na+:13].[O:23]=[CH:24][N:25]([CH3:26])[CH3:27].[OH:1][C:2](=[O:3])[c:4]1[cH:5][nH:6][c:7]2[cH:8][cH:9][cH:10][cH:11][c:12]12>>[OH:1][C:2](=[O:3])[c:4]1[cH:5][n:6]([CH2:16][c:17]2[cH:18][cH:19][cH:20][cH:21][cH:22]2)[c:7]2[cH:8][cH:9][cH:10][cH:11][c:12]12.